Dataset: the Open Reaction Database (ORD), a public repository of structured organic reaction records. Task: describe an organic reaction: reactants, conditions, products, and yield Reactants: BrC=1C(=NC=C(C(=O)NC2=CC=C(C=C2)SC(F)(F)F)C1)N1C[C@@H](CC1)O ((R)-5-Bromo-6-(3-hydroxypyrrolidin-1-yl)-N-(4-((trifluoromethyl)thio)phenyl)nicotinamide), N1=CN=CC(=C1)B(O)O (pyrimidin-5-ylboronic acid), C(=O)([O-])[O-].[Na+].[Na+] (Na2CO3). Reagents/catalysts: Cl[Pd]([P](C1=CC=CC=C1)(C2=CC=CC=C2)C3=CC=CC=C3)([P](C4=CC=CC=C4)(C5=CC=CC=C5)C6=CC=CC=C6)Cl (Pd(PPh3)2Cl2). The solvent is CCOC(=O)C (EtOAc), COCCOC (DME). Reaction conditions: temperature 100 celsius, time 2 hour. Product: O[C@H]1CN(CC1)C1=NC=C(C(=O)NC2=CC=C(C=C2)SC(F)(F)F)C=C1C=1C=NC=NC1 ((R)-6-(3-Hydroxypyrrolidin-1-yl)-5-(pyrimidin-5-yl)-N-(4-((trifluoromethyl)thio)phenyl)nicotinamide). As a reaction SMILES: Br[C:2]1[C:3]([N:22]2[CH2:26][CH2:25][C@@H:24]([OH:27])[CH2:23]2)=[N:4][CH:5]=[C:6]([CH:21]=1)[C:7]([NH:9][C:10]1[CH:15]=[CH:14][C:13]([S:16][C:17]([F:20])([F:19])[F:18])=[CH:12][CH:11]=1)=[O:8].[N:28]1[CH:33]=[C:32](B(O)O)[CH:31]=[N:30][CH:29]=1.C([O-])([O-])=O.[Na+].[Na+]>COCCOC.CCOC(C)=O.Cl[Pd](Cl)([P](C1C=CC=CC=1)(C1C=CC=CC=1)C1C=CC=CC=1)[P](C1C=CC=CC=1)(C1C=CC=CC=1)C1C=CC=CC=1>[OH:27][C@@H:24]1[CH2:25][CH2:26][N:22]([C:3]2[C:2]([C:32]3[CH:33]=[N:28][CH:29]=[N:30][CH:31]=3)=[CH:21][C:6]([C:7]([NH:9][C:10]3[CH:15]=[CH:14][C:13]([S:16][C:17]([F:20])([F:19])[F:18])=[CH:12][CH:11]=3)=[O:8])=[CH:5][N:4]=2)[CH2:23]1 |f:2.3.4,^1:57,76|. Reported procedure: (R)-5-Bromo-6-(3-hydroxypyrrolidin-1-yl)-N-(4-((trifluoromethyl)thio)phenyl)nicotinamide (Stage 186.1, 92 mg, 0.2 mmol) and pyrimidin-5-ylboronic acid (49.6 mg, 0.4 mmol) were dissolved in DME (0.8 mL). A solution of 2 M Na2CO3 (0.300 mL, 0.6 mmol) was added, the mixture was flushed with argon, heated to 100° C. in a pressure safe vial, then Pd(PPh3)2Cl2 (14 mg, 0.02 mmol) was added. The RM was stirred under argon at 80-90° C. for 2 h. After cooling at RT, the RM was dissolved in EtOAc and washe... The reactants are O (Water), COCCl (chloromethyl methyl ether), BrC=1C=C(CO)C=CC1 (3-bromobenzylalcohol), C(C)(C)N(CC)C(C)C (diisopropylethylamine). The solvent is C1CCOC1 (THF). Conditions: temperature 60 celsius, time 1 hour. Yields the product BrC1=CC(=CC=C1)COCOC (1-bromo-3-((methoxymethoxy)methyl)benzene). Reaction SMILES: [CH3:1][O:2][CH2:3]Cl.[Br:5][C:6]1[CH:7]=[C:8]([CH:11]=[CH:12][CH:13]=1)[CH2:9][OH:10].C(N(C(C)C)CC)(C)C.O>C1COCC1>[Br:5][C:6]1[CH:13]=[CH:12][CH:11]=[C:8]([CH2:9][O:10][CH2:1][O:2][CH3:3])[CH:7]=1. Procedure: Under a nitrogen atmosphere, chloromethyl methyl ether (6.09 mL) was added to a solution of 3-bromobenzylalcohol (5.00 g) and diisopropylethylamine (18.9 mL) in THF (45 mL) at 0° C., and the mixture was stirred at 60° C. for 1 hr. Water was added to the reaction mixture at room temperature, and the mixture was extracted with ethyl acetate. The extract was washed with 1N hydrochloric acid, saturated aqueous sodium hydrogen carbonate solution and saturated brine, and dried over anhydrous magnesium... RXN SMILES: [Cl:1][C:2]1[CH:3]=[CH:4][C:5]2[S:13][C:8]3([NH:12][CH2:11][CH2:10][NH:9]3)[C:6]=2[CH:7]=1.[CH2:14](Cl)[C:15]1[CH:20]=[CH:19][CH:18]=[CH:17][CH:16]=1>CO>[ClH:1].[CH2:14]([S:13][C:5]1[CH:4]=[CH:3][C:2]([Cl:1])=[CH:7][C:6]=1[CH:8]1[NH:12][CH2:11][CH2:10][NH:9]1)[C:15]1[CH:20]=[CH:19][CH:18]=[CH:17][CH:16]=1 |f:3.4|. The reactants are ClC=1C=CC2=C(C1)C1(NCCN1)S2 (4-chlorobenzothietane-2spiro-2'-imidazolidine), C(C1=CC=CC=C1)Cl (benzyl chloride). Product: Cl.C(C1=CC=CC=C1)SC1=C(C=C(C=C1)Cl)C1NCCN1 (2-(2'-benzylthio-5'-chlorophenyl)-imidazolidine hydrochloride). Reported procedure: 32 parts of 4-chlorobenzothietane-2spiro-2'-imidazolidine is reacted with 19 parts of benzyl chloride in 300 parts of methanol as described in Example 11. The yield is 43 parts (84% of theory) and the melting point is 260° C. with decomposition. Solvent: CO (methanol). The reactants are C(C)(=O)OCC (ethyl acetate), O (water), ClC1=C(N=C(N1C(F)F)C)C1=CC(=C(C=C1)Cl)[N+](=O)[O-] (5-chloro-4-(4-chloro-3-nitrophenyl)-1-difluoromethyl-2-methyl-1H-imidazole). Reagents/catalysts: [Fe] (iron), [Fe] (iron). Run in C(C)(=O)O (acetic acid), CO (methanol). Conditions: time 3 hour. Product: ClC1=C(N)C=C(C=C1)C=1N=C(N(C1Cl)C(F)F)C (2-Chloro-5-(5-chloro-1-difluoromethyl-2-methyl-1H-imidazol-4-yl)aniline). RXN SMILES: [Cl:1][C:2]1[N:6]([CH:7]([F:9])[F:8])[C:5]([CH3:10])=[N:4][C:3]=1[C:11]1[CH:16]=[CH:15][C:14]([Cl:17])=[C:13]([N+:18]([O-])=O)[CH:12]=1.O.C(OCC)(=O)C>CO.C(O)(=O)C.[Fe]>[Cl:17][C:14]1[CH:15]=[CH:16][C:11]([C:3]2[N:4]=[C:5]([CH3:10])[N:6]([CH:7]([F:9])[F:8])[C:2]=2[Cl:1])=[CH:12][C:13]=1[NH2:18]. Reported procedure: 7 g (22 mmol) of 5-chloro-4-(4-chloro-3-nitrophenyl)-1-difluoromethyl-2-methyl-1H-imidazole were dissolved in 200 ml of methanol with heating. This solution was added dropwise to a suspension of 3.6 g (65 mmol) of iron powder in 150 ml of glacial acetic acid, stirred at reflux temperature. After 3 hours, the reaction mixture was poured into 500 ml of water. A further 500 ml of ethyl acetate were added to the mixture, whereupon the iron residues were filtered off. The aqueous phase was separated ... Starting materials: B, COC(=O)c1c(O)cc(Br)cc1F, C1CCOC1, C1CCOC1. Product: OCc1c(O)cc(Br)cc1F. As a reaction SMILES: [BH3:19].[Br:1][c:2]1[cH:3][c:4]([F:13])[c:5]([C:6](=[O:7])[O:8][CH3:9])[c:10]([OH:12])[cH:11]1.[CH2:20]1[O:21][CH2:22][CH2:23][CH2:24]1.[O:14]1[CH2:15][CH2:16][CH2:17][CH2:18]1>>[Br:1][c:2]1[cH:3][c:4]([F:13])[c:5]([CH2:6][OH:7])[c:10]([OH:12])[cH:11]1. The reactants are ClC1=CC=C(C(=N1)NC)[N+](=O)[O-] (6-Chloro-N-methyl-3-nitropyridin-2-amine), [Sn](Cl)Cl (tin(II) chloride), [OH-].[Na+].C(C)(=O)OCC (NaOH ethyl acetate). Run in Cl (HCl). Yields the product ClC1=CC=C(C(=N1)NC)N (6-Chloro-N2-methylpyridine-2,3-diamine). RXN SMILES: [Cl:1][C:2]1[N:7]=[C:6]([NH:8][CH3:9])[C:5]([N+:10]([O-])=O)=[CH:4][CH:3]=1.[Sn](Cl)Cl.[OH-].[Na+].C(OCC)(=O)C>Cl>[Cl:1][C:2]1[N:7]=[C:6]([NH:8][CH3:9])[C:5]([NH2:10])=[CH:4][CH:3]=1 |f:2.3.4|. Procedure details: 6-Chloro-N-methyl-3-nitropyridin-2-amine (1-1, 10.5 g, 56 mmol) and tin(II) chloride dehydrate (50.5 g, 224 mmol) were suspended in concentrated HCl (80 mL) and refluxed overnight. The solution was cooled to room temperature and then added very slowly to a NaOH/ethyl acetate solution at −78° C., until the solution had a slightly basic pH. The suspension was washed with sodium bicarbonate, brine, dried over sodium sulfate, filtered, and concentrated to produce 6-chloro-N2-methylpyridine-2,3-diami...